From a dataset of the Open Reaction Database (ORD), a public repository of structured organic reaction records. describe an organic reaction: reactants, conditions, products, and yield Reactants: COC(C1=CC=C(C=C1)C=O)=O (4-formyl-benzoic acid methyl ester), C(C)[Mg]Br (ethylmagnesium bromide). The solvent is C1CCOC1 (THF). Conditions: time 2 hour. The product is COC(C1=CC=C(C=C1)C(CC)O)=O (Racemic 4-(1-Hydroxy-propyl)-benzoic acid methyl ester). RXN SMILES: [CH3:1][O:2][C:3](=[O:12])[C:4]1[CH:9]=[CH:8][C:7]([CH:10]=[O:11])=[CH:6][CH:5]=1.[CH2:13]([Mg]Br)[CH3:14]>C1COCC1>[CH3:1][O:2][C:3](=[O:12])[C:4]1[CH:9]=[CH:8][C:7]([CH:10]([OH:11])[CH2:13][CH3:14])=[CH:6][CH:5]=1. Procedure: To a solution of 4-formyl-benzoic acid methyl ester (3.0 g, 18.3 mmol) in THF (10 mL) at 0° C. is added ethylmagnesium bromide (2M, 10 mL). After stirring at room temperature for 2 hours, it is quenched with saturated ammonium chloride, extracted with EtOAc. The organic is concentrated to give the titled compound as colorless oil: 2.2 g (62%). Starting materials: NC1CCN(CCc2ccc(F)cc2)C1, NC12CC3CC(C1)CC(C(=O)Cl)(C3)C2. Yields the product NC12CC3CC(C1)CC(C(=O)NC1CCN(CCc4ccc(F)cc4)C1)(C3)C2. Reaction SMILES: [NH2:15][CH:16]1[CH2:17][N:18]([CH2:21][CH2:22][c:23]2[cH:24][cH:25][c:26]([F:29])[cH:27][cH:28]2)[CH2:19][CH2:20]1.[NH2:1][C:2]12[CH2:3][C:4]3([C:12](=[O:13])[Cl:14])[CH2:5][CH:6]([CH2:7][CH:8]([CH2:9]1)[CH2:10]3)[CH2:11]2>>[NH2:1][C:2]12[CH2:3][C:4]3([C:12](=[O:13])[NH:15][CH:16]4[CH2:17][N:18]([CH2:21][CH2:22][c:23]5[cH:24][cH:25][c:26]([F:29])[cH:27][cH:28]5)[CH2:19][CH2:20]4)[CH2:5][CH:6]([CH2:7][CH:8]([CH2:9]1)[CH2:10]3)[CH2:11]2. The reactants are FC1=CC=C(CCN2CCC(CC2)N2CCC3=CC=C(C=C23)Br)C=C1 (1-[1-(4-Fluorophenethyl)piperidin-4-yl]-6-bromoindoline), C(CCC)[Sn](C=1SC=CN1)(CCCC)CCCC (2-tributylstannylthiazole). The product is FC1=CC=C(CCN2CCC(CC2)N2CCC3=CC=C(C=C23)C=2SC=CN2)C=C1 (1-[1-(4-fluorophenethyl)piperidin-4-yl]-6-(2-thiazolyl)indoline). Isolated yield 3.0%. RXN SMILES: [F:1][C:2]1[CH:25]=[CH:24][C:5]([CH2:6][CH2:7][N:8]2[CH2:13][CH2:12][CH:11]([N:14]3[C:22]4[C:17](=[CH:18][CH:19]=[C:20](Br)[CH:21]=4)[CH2:16][CH2:15]3)[CH2:10][CH2:9]2)=[CH:4][CH:3]=1.C([Sn](CCCC)(CCCC)[C:31]1[S:32][CH:33]=[CH:34][N:35]=1)CCC>>[F:1][C:2]1[CH:25]=[CH:24][C:5]([CH2:6][CH2:7][N:8]2[CH2:13][CH2:12][CH:11]([N:14]3[C:22]4[C:17](=[CH:18][CH:19]=[C:20]([C:31]5[S:32][CH:33]=[CH:34][N:35]=5)[CH:21]=4)[CH2:16][CH2:15]3)[CH2:10][CH2:9]2)=[CH:4][CH:3]=1. Procedure: 1-[1-(4-Fluorophenethyl)piperidin-4-yl]-6-bromoindoline (0.56 g) and 2-tributylstannylthiazole (2.778 g) synthesized in accordance with the method described in Synthesis, 757 (1986). were treated as in Production Example 13-2 to give the title compound (0.017 g) as pale yellow crystals (yield: 3.0%).